This data is from the Open Reaction Database (ORD), a public repository of structured organic reaction records. The task is: describe an organic reaction: reactants, conditions, products, and yield RXN SMILES: Br[CH2:2][C:3]#[C:4][OH:5].[CH:6]#[C:7][CH2:8][CH2:9][C:10]#[CH:11]>>[CH2:4]([OH:5])[C:3]#[C:2][C:6]#[C:7][CH2:8][CH2:9][C:10]#[CH:11].[CH2:4]([OH:5])[C:3]#[C:2][C:6]#[C:7][CH2:8][CH2:9][C:10]#[C:11][C:2]#[C:3][CH2:4][OH:5]. Starting materials: BrCC#CO (3-bromopropyne-1-ol), C#CCCC#C (1,5-hexadiyne). Yields the product C(C#CC#CCCC#C)O (2,4,8-nonatriyne-1-ol), C(C#CC#CCCC#CC#CCO)O (2,4,8,10-dodecatetrayne-1,12-diol). Procedure details: Employing a Cadiot-Chodkiewicz-type reaction, 3-bromopropyne-1-ol was reacted with 1,5-hexadiyne to give two products, 2,4,8-nonatriyne-1-ol (I) and 2,4,8,10-dodecatetrayne-1,12-diol (II), which were separated by use of appropriate solvents. Oxidative coupling of (I) gave 2,4,8,10,14,16-octadecahexayne-1,18-diol (III).